From a dataset of the Open Reaction Database (ORD), a public repository of structured organic reaction records. describe an organic reaction: reactants, conditions, products, and yield The reactants are CCCCC(Cc1ccc(OCCNC(=O)c2ccc(-c3ccccc3OC)cc2)cc1)C(=O)OCC, [Na+], [OH-]. As a reaction SMILES: [CH2:1]([CH2:2][CH2:3][CH3:4])[CH:5]([C:6](=[O:7])[O:8][CH2:9][CH3:10])[CH2:11][c:12]1[cH:13][cH:14][c:15]([O:18][CH2:19][CH2:20][NH:21][C:22](=[O:23])[c:24]2[cH:25][cH:26][c:27](-[c:30]3[c:31]([O:36][CH3:37])[cH:32][cH:33][cH:34][cH:35]3)[cH:28][cH:29]2)[cH:16][cH:17]1.[Na+:39].[OH-:38]>>[CH2:1]([CH2:2][CH2:3][CH3:4])[CH:5]([C:6](=[O:7])[OH:8])[CH2:11][c:12]1[cH:13][cH:14][c:15]([O:18][CH2:19][CH2:20][NH:21][C:22](=[O:23])[c:24]2[cH:25][cH:26][c:27](-[c:30]3[c:31]([O:36][CH3:37])[cH:32][cH:33][cH:34][cH:35]3)[cH:28][cH:29]2)[cH:16][cH:17]1. The product is CCCCC(Cc1ccc(OCCNC(=O)c2ccc(-c3ccccc3OC)cc2)cc1)C(=O)O. Starting materials: P(=O)([O-])([O-])[O-].[K+].[K+].[K+] (potassium phosphate), oxalate salt, C(C(=O)O)(=O)O (oxalic acid), CC1N(C(CC=2NC=3C=CC(=CC3C21)C)C)C (2,3,4,5-Tetrahydro-1,2,3,8-tetramethyl-1H-pyrido[4,3-b]indole), BrC=C(C(C)(C)C)C1=CC=NC=C1 (4-(1-bromo-3,3-dimethylbut-1-en-2-yl)pyridine), oxalate salt. Reagents/catalysts: N1[C@H](C(=O)O)CCC1.[Cu]I (Copper (I) iodide L-proline). Solvent: C1CCOC1 (THF), CN(C)C=O (DMF). Run at time 10 minute. Product: CC1N(C(CC=2N(C=3C=CC(=CC3C21)C)\C=C(/C)\C2=CC=NC=C2)C)C ((E)-1,2,3,8-tetramethyl-5-(2-(pyridin-4-yl)prop-1-enyl)-2,3,4,5-tetrahydro-1H-pyrido[4,3-b]indole). Reaction SMILES: [CH3:1][CH:2]1[C:14]2[C:13]3[CH:12]=[C:11]([CH3:15])[CH:10]=[CH:9][C:8]=3[NH:7][C:6]=2[CH2:5][CH:4]([CH3:16])[N:3]1[CH3:17].P([O-])([O-])([O-])=O.[K+].[K+].[K+].Br[CH:27]=[C:28]([C:33]1[CH:38]=[CH:37][N:36]=[CH:35][CH:34]=1)[C:29](C)(C)C.C(O)(=O)C(O)=O>CN(C=O)C.C1COCC1.N1CCC[C@H]1C(O)=O.[Cu]I>[CH3:1][CH:2]1[C:14]2[C:13]3[CH:12]=[C:11]([CH3:15])[CH:10]=[CH:9][C:8]=3[N:7](/[CH:27]=[C:28](/[C:33]3[CH:38]=[CH:37][N:36]=[CH:35][CH:34]=3)\[CH3:29])[C:6]=2[CH2:5][CH:4]([CH3:16])[N:3]1[CH3:17] |f:1.2.3.4,9.10|. Procedure details: 2,3,4,5-Tetrahydro-1,2,3,8-tetramethyl-1H-pyrido[4,3-b]indole (550 mg, 2 mmol) was dissolved in DMF. Copper (I) iodide L-proline (46 mg, 0.4 mmol) and potassium phosphate (848 mg, 4 mmol) were added and the reaction mixture was stirred for 10 min. at RT. 4-(1-bromo-3,3-dimethylbut-1-en-2-yl)pyridine (294 mg, 3.0 mmol) was added dropwise and the reaction mixture was purged with nitrogen. The reaction mixture was heated overnight at 85° C. (prolonged heating in some cases was required). DMF was ev... Starting materials: O=C1Cc2cc(S(=O)(=O)Cl)ccc2N1, Nc1cccnc1, c1ccncc1. Product: O=C1Cc2cc(S(=O)(=O)Nc3cccnc3)ccc2N1. Reaction SMILES: [Cl:1][S:2](=[O:3])(=[O:4])[c:5]1[cH:6][c:7]2[c:11]([cH:12][cH:13]1)[NH:10][C:9](=[O:14])[CH2:8]2.[NH2:15][c:16]1[cH:17][n:18][cH:19][cH:20][cH:21]1.[cH:22]1[cH:23][cH:24][n:25][cH:26][cH:27]1>>[S:2](=[O:3])(=[O:4])([c:5]1[cH:6][c:7]2[c:11]([cH:12][cH:13]1)[NH:10][C:9](=[O:14])[CH2:8]2)[NH:15][c:16]1[cH:17][n:18][cH:19][cH:20][cH:21]1. The reactants are C(#N)C1=C(C(=O)C(=C(C1=O)Cl)Cl)C#N (DDQ), [N+](=O)([O-])C=1C=C(C=CC1)C1=CC2=C([C@]3(CCC(N[C@@H]3CC2)=O)C)C=C1 ((+)-(4aR)-(10bR)-8-(3-nitrophenyl)-10b-methyl-1,2,3,4,4a,5,6,10b-octahydrobenzo[f]-quinolin-3-one), ether hexanes, bistrimethyl-silyltrifluoromethyl acetamide. The solvent is O1CCOCC1 (1,4-dioxane), C(C)(=O)OCC (ethyl acetate). Run at time 2 hour. Yields the product [N+](=O)([O-])C=1C=C(C=CC1)C1=CC2=C([C@]3(C=CC(N[C@@H]3CC2)=O)C)C=C1 ((+)-(4aR)-(10bR)-8-(3-nitrophenyl)-10b-methyl-3,4,4a,5,6,10b-hexahydrobenzo[f]quinolin-3-one). The yield is 20.9%. RXN SMILES: [N+:1]([C:4]1[CH:5]=[C:6]([C:10]2[CH:25]=[CH:24][C:13]3[C@:14]4([CH3:23])[C@@H:19]([CH2:20][CH2:21][C:12]=3[CH:11]=2)[NH:18][C:17](=[O:22])[CH2:16][CH2:15]4)[CH:7]=[CH:8][CH:9]=1)([O-:3])=[O:2].C(C1C(=O)C(Cl)=C(Cl)C(=O)C=1C#N)#N>O1CCOCC1.C(OCC)(=O)C>[N+:1]([C:4]1[CH:5]=[C:6]([C:10]2[CH:25]=[CH:24][C:13]3[C@:14]4([CH3:23])[C@@H:19]([CH2:20][CH2:21][C:12]=3[CH:11]=2)[NH:18][C:17](=[O:22])[CH:16]=[CH:15]4)[CH:7]=[CH:8][CH:9]=1)([O-:3])=[O:2]. Procedure: To a suspension of (+)-(4aR)-(10bR)-8-(3-nitrophenyl)-10b-methyl-1,2,3,4,4a,5,6,10b-octahydrobenzo[f]-quinolin-3-one (264 mg, 0.786 mmol), in 3.0 mL of 1,4-dioxane was added DDQ (196 mg, 1.1 equiv.) followed by bistrimethyl-silyltrifluoromethyl acetamide (911 mg, 4.5 equiv.), and the solution was stirred at room temperature for 2 h, then heated at 100° for 20 h. The mixture was cooled to room temperature, diluted with ethyl acetate, and washed with 2M sodium hydroxide. The organic phase was wash... The yield is 11.1%. Solvent: CO (MeOH), C(Cl)Cl (CH2Cl2), C(C)N(CC)CC (Triethylamine), C1CCOC1 (THF), N1=CC=CC=C1.C(Cl)Cl (pyridine CH2Cl2). Starting materials: C([O-])([O-])=O (carbonate), COC1=C2C=C(C(OC2=C(C(=C1)O[C@@H]1OC([C@@H]([C@@H]2[C@H]1OC(O2)=O)OC)(C)C)C)=O)NC(OCC2=CC=CC=C2)=O (Benzyl 5-methoxy-7-((3aR,4R,7R,7aR)-7-methoxy-6,6-dimethyl-2-oxotetrahydro-3aH-[1,3]dioxolo[4,5-c]pyran-4-yloxy)-8-methyl-2-oxo-2H-chromen-3-ylcarbamate), CCN=C=NCCCN(C)C (EDCI), COC=1C=C(C=CC1)C1=CC(=CC=C1OC)C(=O)O (3′,6-dimethoxybiphenyl-3-carboxylic acid), amine. The reagents and catalysts are [Pd] (Palladium on carbon). Conditions: time 12 hour. Reported procedure: Palladium on carbon (10%, 40 mg) was added to 25d (200 mg, 0.36 mmol) in anhydrous THF (2.40 mL) and the solution was placed under an atmosphere of H2. After 12 hours, the solution was filtered through SiO2 (1:1 CH2Cl2:Acetone) and the eluent was concentrated to afford a yellow solid, which was used without further purification (150 mg, 99%). EDCI (57.5 mg, 0.30 mmol) and 3′,6-dimethoxybiphenyl-3-carboxylic acid (62 mg, 0.24 mmol) were added to the amine (50.6 mg, 0.12 mmol) in 30% pyridine/CH2C... Yields the product O[C@H]1[C@@H](OC([C@@H]([C@H]1O)OC)(C)C)OC1=CC(=C2C=C(C(OC2=C1C)=O)NC(=O)C=1C=C(C(=CC1)OC)C1=CC(=CC=C1)OC)OC (N-(7-((2R,3R,4S,5R)-3,4-dihydroxy-5-methoxy-6,6-dimethyltetrahydro-2H-pyran-2-yloxy)-5-methoxy-8-methyl-2-oxo-2H-chromen-3-yl)-3′,6-dimethoxybiphenyl-3-carboxamide). As a reaction SMILES: [CH3:1][O:2][C:3]1[CH:12]=[C:11]([O:13][C@H:14]2[C@@H:19]3[O:20]C(=O)[O:22][C@@H:18]3[C@@H:17]([O:24][CH3:25])[C:16]([CH3:27])([CH3:26])[O:15]2)[C:10]([CH3:28])=[C:9]2[C:4]=1[CH:5]=[C:6]([NH:30][C:31](=[O:40])OCC1C=CC=CC=1)[C:7](=[O:29])[O:8]2.CCN=C=NCCCN(C)C.[CH3:52][O:53][C:54]1[CH:55]=[C:56]([C:60]2[C:65]([O:66][CH3:67])=[CH:64][CH:63]=[C:62](C(O)=O)[CH:61]=2)[CH:57]=[CH:58][CH:59]=1.C(=O)([O-])[O-]>[Pd].C1COCC1.N1C=CC=CC=1.C(Cl)Cl.CO.C(Cl)Cl.C(N(CC)CC)C>[OH:20][C@@H:19]1[C@H:18]([OH:22])[C@@H:17]([O:24][CH3:25])[C:16]([CH3:26])([CH3:27])[O:15][C@H:14]1[O:13][C:11]1[C:10]([CH3:28])=[C:9]2[C:4]([CH:5]=[C:6]([NH:30][C:31]([C:62]3[CH:61]=[C:60]([C:56]4[CH:57]=[CH:58][CH:59]=[C:54]([O:53][CH3:52])[CH:55]=4)[C:65]([O:66][CH3:67])=[CH:64][CH:63]=3)=[O:40])[C:7](=[O:29])[O:8]2)=[C:3]([O:2][CH3:1])[CH:12]=1 |f:6.7|. Starting materials: OC=1C=C(C=CC1)C1=C(C=NC2=C(C=CC=C12)C(F)(F)F)C(=O)C1=CC=CC=C1 ([4-(3-hydroxyphenyl)-8-(trifluoromethyl)quinolin-3-yl](phenyl)methanone), OC=1C=C(C=CC1)C1=C(C=NC2=C(C=CC=C12)C(F)(F)F)C(=O)C1=CC=CC=C1 ([4-(3-HYDROXYPHENYL)-8-(TRIFLUOROMETHYL)QUINOLIN-3-YL](PHENYL)METHANONE), C(=O)([O-])[O-].[K+].[K+] (K2CO3). Run in CC(=O)C (acetone). Reaction conditions: time 2 hour. The product is COC=1C=C(C=CC1)C1=C(C=NC2=C(C=CC=C12)C(F)(F)F)C(=O)C1=CC=CC=C1 ([4-(3-METHOXYPHENYL)-8-(TRIFLUOROMETHYL)QUINOLIN-3-YL](PHENYL)METHANONE). Yield: 42.3%. As a reaction SMILES: [OH:1][C:2]1[CH:3]=[C:4]([C:8]2[C:17]3[C:12](=[C:13]([C:18]([F:21])([F:20])[F:19])[CH:14]=[CH:15][CH:16]=3)[N:11]=[CH:10][C:9]=2[C:22]([C:24]2[CH:29]=[CH:28][CH:27]=[CH:26][CH:25]=2)=[O:23])[CH:5]=[CH:6][CH:7]=1.[C:30]([O-])([O-])=O.[K+].[K+]>CC(C)=O>[CH3:30][O:1][C:2]1[CH:3]=[C:4]([C:8]2[C:17]3[C:12](=[C:13]([C:18]([F:21])([F:19])[F:20])[CH:14]=[CH:15][CH:16]=3)[N:11]=[CH:10][C:9]=2[C:22]([C:24]2[CH:25]=[CH:26][CH:27]=[CH:28][CH:29]=2)=[O:23])[CH:5]=[CH:6][CH:7]=1 |f:1.2.3|. Procedure: A solution of [4-(3-hydroxyphenyl)-8-(trifluoromethyl)quinolin-3-yl](phenyl)methanone (0.20 g, 0.58 mmol), iodomethane (Example 42, 0.14 g, 1.0 mmol) and K2CO3 (0.41 g, 3 mmol) in acetone (10 ml) was heated to reflux. After 2 hr, the reaction was cooled, filtered, concentrated to give an oil which was purified by column chromatography (eluent 10% EtOAc/hexane) to give a the desired product as a foam (0.10 g, Yield=48%); MS (ESI) m/z 408 ([M+H]+) Reactants: ClC1=CC=C(C=C1)SC1CN(C1)C(=O)Cl (3-[(4-chlorophenyl)thio]-1-azetidinecarbonyl chloride), CN (methylamine). Solvent: O1CCCC1 (tetrahydrofuran), O (water), O (water). Run at time 3 hour. Product: ClC1=CC=C(C=C1)SC1CN(C1)C(=O)NC (3-[(4-Chlorophenyl)thio]-N-methyl-1-azetidinecarboxamide). The yield is 93.5%. Reaction SMILES: [Cl:1][C:2]1[CH:7]=[CH:6][C:5]([S:8][CH:9]2[CH2:12][N:11]([C:13](Cl)=[O:14])[CH2:10]2)=[CH:4][CH:3]=1.[CH3:16][NH2:17]>O1CCCC1.O>[Cl:1][C:2]1[CH:7]=[CH:6][C:5]([S:8][CH:9]2[CH2:12][N:11]([C:13]([NH:17][CH3:16])=[O:14])[CH2:10]2)=[CH:4][CH:3]=1. Reported procedure: A stirred solution of 2.6 g (0.01 mole) of 3-[(4-chlorophenyl)thio]-1-azetidinecarbonyl chloride in 20 ml of tetrahydrofuran was cooled in a water bath and treated with 2 ml (0.02 mole) of 40% methylamine in water. After 3 hr, the reaction mixture was diluted with 200 ml of water and the precipitated product collected by filtration (2.6 g). Recrystallization from benzene/methanol yielded 2.4 g (93.8%) of fine white crystals, m.p. 161°-162° C. The reactants are OC=1C(=CC2=C(C(C(=CO2)C2=CC=C(C=C2)N)=O)C1)O (6,7-Dihydroxy-3-(4-aminophenyl)-4H-1-benzopyran-4-one), C(C)O (ethanol), C(C)(=O)OC(C)=O (Acetic anhydride). Reaction conditions: time 8 hour. Product: C(C)(=O)OC1=CC2=C(C(C(=CO2)C2=CC=C(C=C2)NC(C)=O)=O)C=C1O (7-acetyloxy-6-hydroxy-3-(4-acetylaminophenyl)-4H-1-benzopyran-4-one). As a reaction SMILES: [OH:1][C:2]1[C:3]([OH:20])=[CH:4][C:5]2[O:10][CH:9]=[C:8]([C:11]3[CH:16]=[CH:15][C:14]([NH2:17])=[CH:13][CH:12]=3)[C:7](=[O:18])[C:6]=2[CH:19]=1.[C:21](OC(=O)C)(=[O:23])[CH3:22].[CH2:28]([OH:30])[CH3:29]>>[C:21]([O:20][C:3]1[C:2]([OH:1])=[CH:19][C:6]2[C:7](=[O:18])[C:8]([C:11]3[CH:12]=[CH:13][C:14]([NH:17][C:28](=[O:30])[CH3:29])=[CH:15][CH:16]=3)=[CH:9][O:10][C:5]=2[CH:4]=1)(=[O:23])[CH3:22]. Reported procedure: 6,7-Dihydroxy-3-(4-aminophenyl)-4H-1-benzopyran-4-one [see Example 51a] (269 mg) is dissolved in ethanol (3 ml). Acetic anhydride (4 ml) is added and the solution heated to 70° for 2.5 h, then left overnight at room temperature. The resulting precipitate is filtered, washed with water and dried to give 7-acetyloxy-6-hydroxy-3-(4-acetylaminophenyl)-4H-1-benzopyran-4-one, m.p. 265°-266°. The reactants are C([O-])([O-])=O.[Li+].[Li+] (lithium carbonate), ClC1=C(C#N)C=CC(=C1Cl)F (2,3-dichloro-4-fluorobenzonitrile), OC(C)(C)[C@@H]1[C@@H](NCC1)C ((2S,3S)-3-(1-hydroxy-1-methylethyl)-2-methylpyrrolidine). The product is ClC1=C(C#N)C=CC(=C1Cl)N1[C@H]([C@H](CC1)C(C)(C)O)C (2,3-dichloro-4-[(2S,3S)-3-(1-hydroxy-1-methylethyl)-2-methylpyrrolidin-1-yl]benzonitrile), crystals. RXN SMILES: [Cl:1][C:2]1[C:9]([Cl:10])=[C:8](F)[CH:7]=[CH:6][C:3]=1[C:4]#[N:5].[OH:12][C:13]([C@H:16]1[CH2:20][CH2:19][NH:18][C@H:17]1[CH3:21])([CH3:15])[CH3:14].C(=O)([O-])[O-].[Li+].[Li+]>>[Cl:1][C:2]1[C:9]([Cl:10])=[C:8]([N:18]2[CH2:19][CH2:20][C@H:16]([C:13]([OH:12])([CH3:15])[CH3:14])[C@@H:17]2[CH3:21])[CH:7]=[CH:6][C:3]=1[C:4]#[N:5] |f:2.3.4|. Reported procedure: Using 2,3-dichloro-4-fluorobenzonitrile (334 mg), (2S,3S)-3-(1-hydroxy-1-methylethyl)-2-methylpyrrolidine 1/2 oxalate (397.3 mg) and lithium carbonate (312 mg), the title compound was obtained as white crystals (yield: 427 mg) by an operation similar to that in Example 3.